This data is from the Open Reaction Database (ORD), a public repository of structured organic reaction records. The task is: describe an organic reaction: reactants, conditions, products, and yield The reactants are CC1Cc2ccccc2C(c2ccc(Br)cc2)N1, ClCCl, O=C=Nc1ccc(F)cc1. The product is CC1Cc2ccccc2C(c2ccc(Br)cc2)N1C(=O)Nc1ccc(F)cc1. As a reaction SMILES: [Br:1][c:2]1[cH:3][cH:4][c:5]([CH:8]2[NH:9][CH:10]([CH3:18])[CH2:11][c:12]3[cH:13][cH:14][cH:15][cH:16][c:17]32)[cH:6][cH:7]1.[Cl:29][CH2:30][Cl:31].[F:19][c:20]1[cH:21][cH:22][c:23]([N:26]=[C:27]=[O:28])[cH:24][cH:25]1>>[Br:1][c:2]1[cH:3][cH:4][c:5]([CH:8]2[N:9]([C:27]([NH:26][c:23]3[cH:22][cH:21][c:20]([F:19])[cH:25][cH:24]3)=[O:28])[CH:10]([CH3:18])[CH2:11][c:12]3[cH:13][cH:14][cH:15][cH:16][c:17]32)[cH:6][cH:7]1. Solvent: C(C)(=O)OCC (Ethyl acetate). RXN SMILES: [NH2:1][C:2]1[C:7]([NH2:8])=[CH:6][CH:5]=[CH:4][C:3]=1[OH:9].[CH2:10]([O:17][CH2:18][C:19](O)=O)[C:11]1[CH:16]=[CH:15][CH:14]=[CH:13][CH:12]=1.C(=O)(O)[O-].[Na+]>C(OCC)(=O)C>[CH2:10]([O:17][CH2:18][C:19]1[NH:8][C:7]2[CH:6]=[CH:5][CH:4]=[C:3]([OH:9])[C:2]=2[N:1]=1)[C:11]1[CH:16]=[CH:15][CH:14]=[CH:13][CH:12]=1 |f:2.3|. The yield is 67.0%. Reactants: NC1=C(C=CC=C1N)O (2,3-diaminophenol), C(C1=CC=CC=C1)OCC(=O)O (benzyloxyacetic acid), aqueous solution, C([O-])(O)=O.[Na+] (sodium bicarbonate). Procedure details: A mixture of the 2,3-diaminophenol (5 g, 40.3 mmol, 1 eq) and benzyloxyacetic acid (5.6 g, 48.3 mmol, 1.2 eq) in 40 ml of a 10% aqueous solution of sodium bicarbonate was stirred and refluxed at 140° C. for one hour. The mixture was allowed to cool down to room temperature. Ethyl acetate was poured into the mixture. The organic fraction was extracted with ethyl acetate, washed with water, and then dried over sodium sulfate. The solvents were removed in vacuo. The crude product was further purifi... Conditions: temperature 140 celsius. Product: C(C1=CC=CC=C1)OCC=1NC2=C(N1)C(=CC=C2)O (2-(benzyloxymethyl)-7-hydroxybenzimidazole). Starting materials: N1=CC=CC=C1 (pyridine), FC(OC=1C=C2C=CC=NC2=C(C1)N)(F)F (6-(trifluoromethoxy)quinolin-8-amine), C(#N)C1=CC=C(C=N1)S(=O)(=O)Cl (6-cyanopyridine-3-sulfonyl chloride), FC(OC=1C=C2C=CC=NC2=C(C1)N)(F)F (6-(trifluoromethoxy)quinolin-8-amine), C(#N)C1=CC=C(C=N1)S(=O)(=O)Cl (6-cyanopyridine-3-sulfonyl chloride). Reagents/catalysts: CN(C)C=1C=CN=CC1 (DMAP). Run in C(Cl)Cl (DCM). Product: FC(OC=1C=C2C=CC=NC2=C(C1)NS(=O)(=O)C=1C=NC(=CC1)C#N)(F)F (6-Cyano-pyridine-3-sulfonic acid (6-trifluoromethoxy-quinolin-8-yl)-amide). The yield is 35.2%. RXN SMILES: [F:1][C:2]([F:16])([F:15])[O:3][C:4]1[CH:5]=[C:6]2[C:11](=[C:12]([NH2:14])[CH:13]=1)[N:10]=[CH:9][CH:8]=[CH:7]2.[C:17]([C:19]1[N:24]=[CH:23][C:22]([S:25](Cl)(=[O:27])=[O:26])=[CH:21][CH:20]=1)#[N:18].N1C=CC=CC=1>CN(C1C=CN=CC=1)C.C(Cl)Cl>[F:16][C:2]([F:1])([F:15])[O:3][C:4]1[CH:5]=[C:6]2[C:11](=[C:12]([NH:14][S:25]([C:22]3[CH:23]=[N:24][C:19]([C:17]#[N:18])=[CH:20][CH:21]=3)(=[O:26])=[O:27])[CH:13]=1)[N:10]=[CH:9][CH:8]=[CH:7]2. Procedure: In a similar fashion using route 14 general procedure 27, 6-(trifluoromethoxy)quinolin-8-ylamine (Intermediate 46) (125 mg, 0.54 mmol), 6-cyano-pyridine-3-sulfonyl chloride (Intermediate 19) (132 mg, 0.65 mmol), pyridine (0.09 ml, 1.09 mmol), DMAP (cat.) and DCM (10 ml) gave the title compound (75 mg, 35%) after purification by column chromatography with n-hexane/DCM (50:50) as the eluent.